describe an organic reaction: reactants, conditions, products, and yield From a dataset of the Open Reaction Database (ORD), a public repository of structured organic reaction records. Reactants: ClC1=NC(=NC(=C1)C1=CC(=C(C=C1)Cl)Cl)C1CC1 (4-chloro-2-cyclopropyl-6-(3,4-dichloro-phenyl)-pyrimidine), NC[C@H](O)C1=CC=CC=C1 ((R)-(−)-2-amino-1-phenylethanol), C(=O)(O)[O-].[Na+] (NaHCO3), O1CCOCC1 (1,4-dioxane). Run in O (water). Product: C1(CC1)C1=NC(=CC(=N1)NC[C@H](O)C1=CC=CC=C1)C1=CC(=C(C=C1)Cl)Cl ((1R)-2-{[2-Cyclopropyl-6-(3,4-dichlorophenyl)pyrimidin-4-yl]amino}-1-phenylethanol). Isolated yield 81.9%. RXN SMILES: Cl[C:2]1[CH:7]=[C:6]([C:8]2[CH:13]=[CH:12][C:11]([Cl:14])=[C:10]([Cl:15])[CH:9]=2)[N:5]=[C:4]([CH:16]2[CH2:18][CH2:17]2)[N:3]=1.[NH2:19][CH2:20][C@@H:21]([C:23]1[CH:28]=[CH:27][CH:26]=[CH:25][CH:24]=1)[OH:22].C([O-])(O)=O.[Na+].O1CCOCC1>O>[CH:16]1([C:4]2[N:3]=[C:2]([NH:19][CH2:20][C@@H:21]([C:23]3[CH:28]=[CH:27][CH:26]=[CH:25][CH:24]=3)[OH:22])[CH:7]=[C:6]([C:8]3[CH:13]=[CH:12][C:11]([Cl:14])=[C:10]([Cl:15])[CH:9]=3)[N:5]=2)[CH2:18][CH2:17]1 |f:2.3|. Procedure details: A mixture of 4-chloro-2-cyclopropyl-6-(3,4-dichloro-phenyl)-pyrimidine (108 mg, 0.364 mmol), (R)-(−)-2-amino-1-phenylethanol (67.2 mg, 0.490 mmol), and NaHCO3 (190.1 mg, 2.26 mmol) and 1,4-dioxane was refluxed for 48 h. The mixture was poured into water and extracted with CH2Cl2. The organic layer was dried (Na2SO4) and concentrated. The crude residue was purified (FCC) to give the title compound as a white solid (119.4 mg, 82%). MS (ESI): mass calcd. for C21H19Cl2N3O, 399.09; m/z found, 400.1 [... Conditions: time 8 hour. Reaction SMILES: [C:1](Cl)(=[O:3])[CH3:2].[CH3:5][O:6][C:7]1[C:12]([NH2:13])=[CH:11][C:10]([CH2:14][S:15](/[CH:18]=[CH:19]/[C:20]2[C:25]([O:26][CH3:27])=[CH:24][C:23]([O:28][CH3:29])=[CH:22][C:21]=2[O:30][CH3:31])(=[O:17])=[O:16])=[CH:9][N:8]=1>N1C=CC=CC=1>[CH3:5][O:6][C:7]1[C:12]([NH:13][C:1](=[O:3])[CH3:2])=[CH:11][C:10]([CH2:14][S:15](/[CH:18]=[CH:19]/[C:20]2[C:25]([O:26][CH3:27])=[CH:24][C:23]([O:28][CH3:29])=[CH:22][C:21]=2[O:30][CH3:31])(=[O:17])=[O:16])=[CH:9][N:8]=1. Product: COC1=NC=C(C=C1NC(C)=O)CS(=O)(=O)\C=C\C1=C(C=C(C=C1OC)OC)OC ((E)-N-(2-methoxy-5-((2,4,6-trimethoxystyrylsulfonyl)methyl)pyridin-3-yl)acetamide). Run in N1=CC=CC=C1 (pyridine). Reactants: C(C)(=O)Cl (Acetyl chloride), COC1=NC=C(C=C1N)CS(=O)(=O)\C=C\C1=C(C=C(C=C1OC)OC)OC ((E)-2-methoxy-5-((2,4,6-trimethoxystyrylsulfonyl)methyl)pyridin-3-amine). Procedure: Acetyl chloride (0.054 mL, 0.76 mmol) was added dropwise into the solution of (E)-2-methoxy-5-((2,4,6-trimethoxystyrylsulfonyl)methyl)pyridin-3-amine (80 mg, 0.21 mmol) in dry pyridine (5 mL) on an ice bath. The mixture was warmed to room temperature and stirred overnight. After evaporated to dryness, the residue was purified by silica gel chromatography, eluting with PE/EtOAc (1:3 v/v) to afford pure product as a white solid (38 mg, 44%). 1H-NMR (CDCl3-d6): δ 2.21 (s, 3H, CH3), 3.86 (s, 6H, 2×O... Yield: 41.5%. The reactants are N1(C=NC=C1)C1=CC=C(C=C1)C[C@H](C(=O)N)NC1=C(C=C(C(=C1)Br)C#N)F ((R)-3-(4-(1H-imidazol-1-yl)phenyl)-2-(5-bromo-4-cyano-2-fluorophenylamino)propanamide), Cl.NC1=CC(=NS1)C (5-amino-3-methylisothiazole hydrochloride), C(=O)([O-])[O-].[K+].[K+] (K2CO3), C=1C=CC(=CC1)P(C=2C=CC=CC2)C3=CC=C4C=CC=CC4=C3C5=C6C=CC=CC6=CC=C5P(C=7C=CC=CC7)C=8C=CC=CC8 (BINAP). Reagents/catalysts: CC(=O)[O-].CC(=O)[O-].[Pd+2] (Pd(OAc)2). The solvent is O1CCOCC1 (dioxane), CS(=O)C (DMSO). Run at time 18 hour. The product is N1(C=NC=C1)C1=CC=C(C=C1)C[C@H](C(=O)N)NC1=C(C=C(C(=C1)NC1=CC(=NS1)C)C#N)F ((R)-3-(4-(1H-imidazol-1-yl)phenyl)-2-(4-cyano-2-fluoro-5-(3-methylisothiazol-5-ylamino)phenylamino)propanamide). The yield is 14.2%. RXN SMILES: [N:1]1([C:6]2[CH:11]=[CH:10][C:9]([CH2:12][C@@H:13]([NH:17][C:18]3[CH:23]=[C:22](Br)[C:21]([C:25]#[N:26])=[CH:20][C:19]=3[F:27])[C:14]([NH2:16])=[O:15])=[CH:8][CH:7]=2)[CH:5]=[CH:4][N:3]=[CH:2]1.Cl.[NH2:29][C:30]1[S:34][N:33]=[C:32]([CH3:35])[CH:31]=1.C([O-])([O-])=O.[K+].[K+].C1C=CC(P(C2C(C3C(P(C4C=CC=CC=4)C4C=CC=CC=4)=CC=C4C=3C=CC=C4)=C3C(C=CC=C3)=CC=2)C2C=CC=CC=2)=CC=1>O1CCOCC1.CS(C)=O.CC([O-])=O.CC([O-])=O.[Pd+2]>[N:1]1([C:6]2[CH:11]=[CH:10][C:9]([CH2:12][C@@H:13]([NH:17][C:18]3[CH:23]=[C:22]([NH:29][C:30]4[S:34][N:33]=[C:32]([CH3:35])[CH:31]=4)[C:21]([C:25]#[N:26])=[CH:20][C:19]=3[F:27])[C:14]([NH2:16])=[O:15])=[CH:8][CH:7]=2)[CH:5]=[CH:4][N:3]=[CH:2]1 |f:1.2,3.4.5,9.10.11|. Procedure: A mixture of (R)-3-(4-(1H-imidazol-1-yl)phenyl)-2-(5-bromo-4-cyano-2-fluorophenylamino)propanamide (59 mg, 0.137 mmol), 5-amino-3-methylisothiazole hydrochloride (35 mg, 0.232 mmol), K2CO3 (60 mg, 0.434 mmol), BINAP (25 mg, 0.040 mmol) and Pd(OAc)2 (15 mg, 0.066 mmol) in dioxane (2 mL) and DMSO (0.3 mL) was degassed with argon, then was stirred at 120 C for 18 h. The mixture was purified by HPLC to give (R)-3-(4-(1H-imidazol-1-yl)phenyl)-2-(4-cyano-2-fluoro-5-(3-methylisothiazol-5-ylamino)phenyl... The reactants are P(O)(O)(O)=O (phosphoric acid), ( 1 ), [OH-].[Ca+2].[OH-] (slaked lime). Product: O.O.P(=O)([O-])([O-])[O-].[Ca+2].[Ca+2] (dicalcium phosphate dihydrate), P(=O)([O-])([O-])O.[Ca+2] (monocalcium phosphate). Reaction SMILES: [OH-:1].[Ca+2:2].[OH-].[P:4](=[O:8])([OH:7])([OH:6])[OH:5]>>[OH2:5].[OH2:1].[P:4]([O-:8])([O-:7])([O-:6])=[O:5].[Ca+2:2].[Ca+2:2].[P:4]([OH:8])([O-:7])([O-:6])=[O:5].[Ca+2:2] |f:0.1.2,4.5.6.7.8,9.10|. Procedure details: Samples of dicalcium phosphate dihydrate were prepared according to general procedures described in aforementioned Michel's U.S. Pat. No. 4,472,365. In particular, the process involved the following four steps: (1) reacting a slaked lime slurry with phosphoric acid to form a monocalcium phosphate solution; (2) adding magnesium oxide (in the form of Mg(OH)2) into the solution and adding additional slaked lime slurry in an amount sufficient to form a dicalcium phosphate dihydrate slurry having a p...